This data is from the Open Reaction Database (ORD), a public repository of structured organic reaction records. The task is: describe an organic reaction: reactants, conditions, products, and yield Starting materials: ClC1=NN=C(C2=CC=CC=C12)C=1SC(=C(C1)C)C (1-chloro-4-(4,5-dimethylthiophen-2-yl)phthalazine), COC1=CN=C2C(=CC=NC2=C1)OC1=CC=C(C=C1)N (4-(7-Methoxy-1,5-naphthyridin-4-yloxy)benzenamine). Solvent: C(C)(C)(C)O (tert-butanol). Run at temperature 100 celsius, time 3 hour. The product is CC=1C=C(SC1C)C1=NN=C(C2=CC=CC=C12)NC1=CC=C(C=C1)OC1=CC=NC2=CC(=CN=C12)OC (4-(4,5-dimethylthiophen-2-yl)-N-(4-(7-methoxy-1,5-naphthyridin-4-yloxy)phenyl)phthalazin-1-amine). As a reaction SMILES: Cl[C:2]1[C:11]2[C:6](=[CH:7][CH:8]=[CH:9][CH:10]=2)[C:5]([C:12]2[S:13][C:14]([CH3:18])=[C:15]([CH3:17])[CH:16]=2)=[N:4][N:3]=1.[CH3:19][O:20][C:21]1[CH:30]=[C:29]2[C:24]([C:25]([O:31][C:32]3[CH:37]=[CH:36][C:35]([NH2:38])=[CH:34][CH:33]=3)=[CH:26][CH:27]=[N:28]2)=[N:23][CH:22]=1>C(O)(C)(C)C>[CH3:17][C:15]1[CH:16]=[C:12]([C:5]2[C:6]3[C:11](=[CH:10][CH:9]=[CH:8][CH:7]=3)[C:2]([NH:38][C:35]3[CH:34]=[CH:33][C:32]([O:31][C:25]4[C:24]5[C:29](=[CH:30][C:21]([O:20][CH3:19])=[CH:22][N:23]=5)[N:28]=[CH:27][CH:26]=4)=[CH:37][CH:36]=3)=[N:3][N:4]=2)[S:13][C:14]=1[CH3:18]. Reported procedure: In a nitrogen purged sealed tube, 1-chloro-4-(4,5-dimethylthiophen-2-yl)phthalazine (0.040 g, 0.146 mmol) was dissolved in tert-butanol (1.00 mL). 4-(7-Methoxy-1,5-naphthyridin-4-yloxy)benzenamine (0.039 g, 0.146 mmol) was added, and the reaction mixture in the tube was stirred at 100° C. for 3 h. The mixture was concentrated in vacuo, and the crude material was purified by silica gel chromatography using 0-100% CH2Cl2:MeOH(90:10)/CH2Cl2. Product-containing fractions were concentrated to yield 4... Reactants: CC1=NN2C(N=C(C(=C2)C2=CC=CC=C2)C2=CC=C(C=O)C=C2)=N1 (4-(2-methyl-6-phenyl-[1,2,4]triazolo[1,5-a]pyrimidin-5-yl)-benzaldehyde), C1(CCC1)C1=NC(=NN1)N (5-cyclobutyl-1,2,4-triazol-3-amine). The product is C1(CCC1)C1=NN2C(N=C(C(=C2)C2=CC=CC=C2)C2=CC=C(C=O)C=C2)=N1 (4-(2-cyclobutyl-6-phenyl-[1,2,4]triazolo[1,5-a]pyrimidin-5-yl)-benzaldehyde). As a reaction SMILES: [CH3:1][C:2]1[N:24]=[C:5]2[N:6]=[C:7]([C:16]3[CH:23]=[CH:22][C:19]([CH:20]=[O:21])=[CH:18][CH:17]=3)[C:8]([C:10]3[CH:15]=[CH:14][CH:13]=[CH:12][CH:11]=3)=[CH:9][N:4]2[N:3]=1.[CH:25]1(C2NN=C(N)N=2)[CH2:28]C[CH2:26]1>>[CH:1]1([C:2]2[N:24]=[C:5]3[N:6]=[C:7]([C:16]4[CH:17]=[CH:18][C:19]([CH:20]=[O:21])=[CH:22][CH:23]=4)[C:8]([C:10]4[CH:11]=[CH:12][CH:13]=[CH:14][CH:15]=4)=[CH:9][N:4]3[N:3]=2)[CH2:28][CH2:25][CH2:26]1. Procedure: This compound was prepared in a manner according to 4-(2-methyl-6-phenyl-[1,2,4]triazolo[1,5-a]pyrimidin-5-yl)-benzaldehyde by using 5-cyclobutyl-1,2,4-triazol-3-amine in the first step. The reactants are NC1=CC=CC=C1 (aniline), C(C=C)C12C(CC(C=C1)C2)C(=O)Cl (allylbicyclo[2.2.1]hept-5-ene-2-carbonyl chloride). Product: C1(=CC=CC=C1)NC(=O)C1C2(C=CC(C1)C2)CC=C (allylbicyclo[2.2.1]hept-5-en-2-carboxylic acid N-phenylamide). As a reaction SMILES: [NH2:1][C:2]1[CH:7]=[CH:6][CH:5]=[CH:4][CH:3]=1.[CH2:8]([C:11]12[CH2:17][CH:14]([CH:15]=[CH:16]1)[CH2:13][CH:12]2[C:18](Cl)=[O:19])[CH:9]=[CH2:10]>>[C:2]1([NH:1][C:18]([CH:12]2[CH2:13][CH:14]3[CH2:17][C:11]2([CH2:8][CH:9]=[CH2:10])[CH:16]=[CH:15]3)=[O:19])[CH:7]=[CH:6][CH:5]=[CH:4][CH:3]=1. Procedure details: 20.5 g of aniline and 39.3 g of allylbicyclo[2.2.1]hept-5-ene-2-carbonyl chloride are reacted in accordance with process A, affording 40.6 g (80.3% of theory) of a brown resin which is solid at room temperature and has a softening point of 66° C. The IR spectrum shows a band at 3300 cm-1 (--NH--) und at 1660 cm-1 Reactants: S(=O)(=O)([O-])[O-].[Al+3].S(=O)(=O)([O-])[O-].S(=O)(=O)([O-])[O-].[Al+3] (aluminum sulfate), C(CC(O)(C(=O)[O-])CC(=O)[O-])(=O)[O-].[Na+].[Na+].[Na+] (trisodium citrate), [OH-].[Na+] (NaOH). Yields the product C(CC(O)(C(=O)[O-])CC(=O)[O-])(=O)[O-].[Al+3] (aluminum citrate). Reaction SMILES: S([O-])([O-])(=O)=O.[Al+3:6].S([O-])([O-])(=O)=O.S([O-])([O-])(=O)=O.[Al+3].[C:18]([O-:30])(=[O:29])[CH2:19][C:20]([CH2:25][C:26]([O-:28])=[O:27])([C:22]([O-:24])=[O:23])[OH:21].[Na+].[Na+].[Na+].[OH-].[Na+]>>[C:18]([O-:30])(=[O:29])[CH2:19][C:20]([CH2:25][C:26]([O-:28])=[O:27])([C:22]([O-:24])=[O:23])[OH:21].[Al+3:6] |f:0.1.2.3.4,5.6.7.8,9.10,11.12|. Procedure: An aluminum citrate solution was prepared by mixing 60 g of the aluminum sulfate stock solution with 20 g of the trisodium citrate stock solution, and the pH of the admixture was adjusted to about 8.5 with dilute aqueous NaOH solution. Starting materials: CN(C1=CC=C(C=C1)C1=N[C@H]2CCN(C[C@H]2C2=C1C=CC(=C2)OC)C)C (cis-6-(4-dimethylaminophenyl)-9-methoxy-2-methyl-1,2,3,4,4a,10b-hexahydrobenzo[c][1,6]naphthyridine). The solvent is C(=O)O (formic acid). Product: NC1=CC=C(C=C1)C1=N[C@H]2CCN(C[C@H]2C2=C1C=CC(=C2)OC)C (cis-6-(4-aminophenyl)-9-methoxy-2-methyl-1,2,3,4,4a,10b-hexahydrobenzo[c][1,6]-naphthyridine), C=O (formaldehyde). RXN SMILES: C[N:2](C)[C:3]1[CH:8]=[CH:7][C:6]([C:9]2[C:18]3[CH:19]=[CH:20][C:21]([O:23][CH3:24])=[CH:22][C:17]=3[C@H:16]3[C@H:11]([CH2:12][CH2:13][N:14]([CH3:25])[CH2:15]3)[N:10]=2)=[CH:5][CH:4]=1>C(O)=O>[NH2:2][C:3]1[CH:8]=[CH:7][C:6]([C:9]2[C:18]3[CH:19]=[CH:20][C:21]([O:23][CH3:24])=[CH:22][C:17]=3[C@H:16]3[C@H:11]([CH2:12][CH2:13][N:14]([CH3:25])[CH2:15]3)[N:10]=2)=[CH:5][CH:4]=1.[CH2:21]=[O:23]. Reported procedure: The cis-6-(4-dimethylaminophenyl)-9-methoxy-2-methyl-1,2,3,4,4a,10b-hexahydrobenzo[c][1,6]naphthyridine, required as starting material, is obtained in accordance with Leuckart-Wallach from cis-6-(4-aminophenyl)-9-methoxy-2-methyl-1,2,3,4,4a,10b-hexahydrobenzo[c][1,6]-naphthyridine by reductive dimethylation with formaldehyde and formic acid. The resulting crude product is used as such for the next reaction.